From a dataset of the Open Reaction Database (ORD), a public repository of structured organic reaction records. describe an organic reaction: reactants, conditions, products, and yield Starting materials: C(Cl)Cl (CH2Cl2), BrBr (Bromine), C(CCCCCCCCCCCCCCC)S(=O)(=O)NC=1C=C(C=CC1)C(C)=O (m-(Hexadecanesulfonamido)acetophenone), BrBr (bromine). The solvent is C(C)(=O)O (acetic acid). The product is C(CCCCCCCCCCCCCCC)S(=O)(=O)NC=1C=C(C=CC1)C(CBr)=O (m-(Hexadecanesulfonamido)bromoacetophenone). As a reaction SMILES: [Br:1]Br.[CH2:3]([S:19]([NH:22][C:23]1[CH:24]=[C:25]([C:29](=[O:31])[CH3:30])[CH:26]=[CH:27][CH:28]=1)(=[O:21])=[O:20])[CH2:4][CH2:5][CH2:6][CH2:7][CH2:8][CH2:9][CH2:10][CH2:11][CH2:12][CH2:13][CH2:14][CH2:15][CH2:16][CH2:17][CH3:18].C(Cl)Cl>C(O)(=O)C>[CH2:3]([S:19]([NH:22][C:23]1[CH:24]=[C:25]([C:29](=[O:31])[CH2:30][Br:1])[CH:26]=[CH:27][CH:28]=1)(=[O:20])=[O:21])[CH2:4][CH2:5][CH2:6][CH2:7][CH2:8][CH2:9][CH2:10][CH2:11][CH2:12][CH2:13][CH2:14][CH2:15][CH2:16][CH2:17][CH3:18]. Procedure: Bromine, 4.72 g (1.52 ml) was added to 25 g (0.059 M) of the product of Step A in 75 ml of glacial acetic acid at 70° C. Decolorization of bromine was instant. The reaction was followed by thin layer chromatography (CH2Cl2, silica gel) until the starting material was practically absent. The solid precipitated on cooling was collected by filtration, recrystallized from hexane to give 23.5 g of product (about 80% based on m-aminoacetophenone): mp 92°-5° C. Mass spectrum showed some dibrominated ma... The reactants are CC(=O)O, [Fe], O=C1NC(=O)C(=Cc2ccc([N+](=O)[O-])cc2)N1. Yields the product Nc1ccc(C=C2NC(=O)NC2=O)cc1. RXN SMILES: [CH3:18][C:19](=[O:20])[OH:21].[Fe:22].[N+:1]([O-:2])(=[O:3])[c:4]1[cH:5][cH:6][c:7]([CH:8]=[C:9]2[C:10](=[O:15])[NH:11][C:12](=[O:14])[NH:13]2)[cH:16][cH:17]1>>[NH2:1][c:4]1[cH:5][cH:6][c:7]([CH:8]=[C:9]2[C:10](=[O:15])[NH:11][C:12](=[O:14])[NH:13]2)[cH:16][cH:17]1. The reactants are BrC=1C=NN(C1)CC[C@H](CC1=CC=C(C=C1)Cl)NC(OC(C)(C)C)=O ((S)-tert-butyl 4-(4-bromo-1H-pyrazol-1-yl)-1-(4-chlorophenyl)butan-2-ylcarbamate), CC1(OB(OC1(C)C)C1=CC2=C(NC(O2)=O)C=C1)C (6-(4,4,5,5-tetramethyl-1,3,2-dioxaborolan-2-yl)benzo[d]oxazol-2(3H)-one), C([O-])([O-])=O.[Na+].[Na+] (sodium carbonate), C1(CCCCC1)P(C1=C(C=CC=C1)C1=C(C=CC=C1)C)C1CCCCC1 (2-(dicyclohexylphosphino)-2′-methylbiphenyl). The reagents and catalysts are C=1C=CC(=CC1)/C=C/C(=O)/C=C/C2=CC=CC=C2.C=1C=CC(=CC1)/C=C/C(=O)/C=C/C2=CC=CC=C2.[Pd] (bis(dibenzylideneacetone)palladium(0)). The solvent is C(=O)(O)[O-].[Na+] (NaHCO3), COCCOC.CCO.O (DME EtOH H2O). Conditions: temperature 130 celsius. Product: ClC1=CC=C(C=C1)C[C@@H](CCN1N=CC(=C1)C1=CC2=C(NC(O2)=O)C=C1)NC(OC(C)(C)C)=O (tert-Butyl(S)-1-(4-chlorophenyl)-4-(4-(2-oxo-2,3-dihydrobenzo[d]oxazol-6-yl)-1H-pyrazol-1-yl)butan-2-ylcarbamate). RXN SMILES: Br[C:2]1[CH:3]=[N:4][N:5]([CH2:7][CH2:8][C@@H:9]([NH:18][C:19](=[O:25])[O:20][C:21]([CH3:24])([CH3:23])[CH3:22])[CH2:10][C:11]2[CH:16]=[CH:15][C:14]([Cl:17])=[CH:13][CH:12]=2)[CH:6]=1.CC1(C)C(C)(C)OB([C:34]2[CH:43]=[CH:42][C:37]3[NH:38][C:39](=[O:41])[O:40][C:36]=3[CH:35]=2)O1.C(=O)([O-])[O-].[Na+].[Na+].C1(P(C2CCCCC2)C2C=CC=CC=2C2C=CC=CC=2C)CCCCC1>COCCOC.CCO.O.C([O-])(O)=O.[Na+].C1C=CC(/C=C/C(/C=C/C2C=CC=CC=2)=O)=CC=1.C1C=CC(/C=C/C(/C=C/C2C=CC=CC=2)=O)=CC=1.[Pd]>[Cl:17][C:14]1[CH:15]=[CH:16][C:11]([CH2:10][C@H:9]([NH:18][C:19](=[O:25])[O:20][C:21]([CH3:24])([CH3:23])[CH3:22])[CH2:8][CH2:7][N:5]2[CH:6]=[C:2]([C:34]3[CH:43]=[CH:42][C:37]4[NH:38][C:39](=[O:41])[O:40][C:36]=4[CH:35]=3)[CH:3]=[N:4]2)=[CH:12][CH:13]=1 |f:2.3.4,6.7.8,9.10,11.12.13|. Procedure details: A mixture of (S)-tert-butyl 4-(4-bromo-1H-pyrazol-1-yl)-1-(4-chlorophenyl)butan-2-ylcarbamate (200 mg, 0.47 mmol), 6-(4,4,5,5-tetramethyl-1,3,2-dioxaborolan-2-yl)benzo[d]oxazol-2(3H)-one (183 mg, 0.70 mmol), sodium carbonate (148 mg, 1.40 mmol), 2-(dicyclohexylphosphino)-2′-methylbiphenyl (34.0 mg, 0.09 mmol), and bis(dibenzylideneacetone)palladium(0) (42.7 mg, 0.05 mmol) in DME:EtOH:H2O (7:2:3, 4 mL) was heated at 130° C. for 15 minutes in a Biotage Initiators microwave. After cooling to room t... Starting materials: N1CCC(CC1)CN1C(C2(C3=CC=CC=C13)COC=1C2=CC2=C(OCO2)C1)=O (1′-(piperidin-4-ylmethyl)spiro[furo[2,3-f][1,3]benzodioxole-7,3′-indol]-2′(1′H)-one), C=O (formaldehyde), C(C)(=O)O[BH-](OC(C)=O)OC(C)=O.[Na+] (sodium triacetoxyborohydride), ClC(C)Cl (dichloroethane). Solvent: ClCCl (dichloromethane). Reaction conditions: time 20 hour. The product is Cl.CN1CCC(CC1)CN1C(C2(C3=CC=CC=C13)COC=1C2=CC2=C(OCO2)C1)=O (1′-[(1-methylpiperidin-4-yl)methyl]spiro[furo[2,3-f][1,3]benzodioxole-7,3′-indol]-2′(1′H)-one hydrochloride). The yield is 20.0%. Reaction SMILES: [NH:1]1[CH2:6][CH2:5][CH:4]([CH2:7][N:8]2[C:16]3[C:11](=[CH:12][CH:13]=[CH:14][CH:15]=3)[C:10]3([C:20]4=[CH:21][C:22]5[O:26][CH2:25][O:24][C:23]=5[CH:27]=[C:19]4[O:18][CH2:17]3)[C:9]2=[O:28])[CH2:3][CH2:2]1.C=O.[C:31](O[BH-](OC(=O)C)OC(=O)C)(=O)C.[Na+].[Cl:45]C(Cl)C>ClCCl>[ClH:45].[CH3:31][N:1]1[CH2:6][CH2:5][CH:4]([CH2:7][N:8]2[C:16]3[C:11](=[CH:12][CH:13]=[CH:14][CH:15]=3)[C:10]3([C:20]4=[CH:21][C:22]5[O:26][CH2:25][O:24][C:23]=5[CH:27]=[C:19]4[O:18][CH2:17]3)[C:9]2=[O:28])[CH2:3][CH2:2]1 |f:2.3,6.7|. Procedure: To a solution of 1′-(piperidin-4-ylmethyl)spiro[furo[2,3-f][1,3]benzodioxole-7,3′-indol]-2′(1′H)-one (0.19 g, 0.50 mmol) in dichloroethane (5.00 mL) was added formaldehyde (0.10 mL, 33% solution, 0.03 g, 1.10 mmol) and sodium triacetoxyborohydride (0.30 g, 1.40 mmol). After stirring at ambient temperature for 20 hours, the reaction mixture was diluted with of dichloromethane (20.0 mL) and washed with water (2×20.0 mL). The organic layer was dried over sodium sulfate and filtered. The filtrate wa... Reactants: N, C1([C@H]2[C@@H]([C@H](C[C@@H]1C2)B([C@@H]1[C@H]([C@@H]2C([C@H](C1)C2)(C)C)C)OC)C)(C)C, C1CN(C[C@@H](C1=O)O)S(=O)(=O)C. The reagents and catalysts are c1ccc(cc1)-c2c3ccccc3cc4ccccc24 (9-Phenylanthracene), CC(C)[O-].CC(C)[O-].CC(C)[O-].CC(C)[O-].[Ti+4] (Ti(OiPr)4). Run at temperature 25 celsius, time 18 hour. Yields the product CS(=O)(=O)N1CC[C@@H](N)[C@@H](O)C1. RXN SMILES: COB([C@@H]1[C@@H](C)[C@H](C(C)(C)[C@@H]2C1)C2)[C@@H]3[C@@H](C)[C@H](C(C)(C)[C@@H]4C3)C4.[NH3:1].[CH3:2][S:3]([N:6]1[CH2:12][C@H:10]([OH:11])[C:9](=O)[CH2:8][CH2:7]1)(=[O:5])=[O:4]>>[CH3:2][S:3]([N:6]1[CH2:12][C@H:10]([OH:11])[C@H:9]([NH2:1])[CH2:8][CH2:7]1)(=[O:5])=[O:4]. The reactants are COS(=O)(=O)OC, [Na+], [OH-], O, COC(=O)C1=C(O)c2ccccc2S(=O)(=O)N1. Product: COC(=O)C1=C(O)c2ccccc2S(=O)(=O)N1C. As a reaction SMILES: [CH3:20][O:21][S:22]([O:23][CH3:24])(=[O:25])=[O:26].[Na+:19].[OH-:18].[OH2:27].[OH:1][C:2]1=[C:3]([C:14](=[O:15])[O:16][CH3:17])[NH:4][S:5](=[O:12])(=[O:13])[c:6]2[c:7]1[cH:8][cH:9][cH:10][cH:11]2>>[OH:1][C:2]1=[C:3]([C:14](=[O:15])[O:16][CH3:17])[N:4]([CH3:20])[S:5](=[O:12])(=[O:13])[c:6]2[c:7]1[cH:8][cH:9][cH:10][cH:11]2. The reactants are CCNC1CCN(C(=O)OCc2ccccc2)CC1, CN=C=O, ClC(Cl)Cl. Yields the product CCN(C(=O)NC)C1CCN(C(=O)OCc2ccccc2)CC1. RXN SMILES: [CH2:1]([c:2]1[cH:3][cH:4][cH:5][cH:6][cH:7]1)[O:8][C:9](=[O:10])[N:11]1[CH2:12][CH2:13][CH:14]([NH:17][CH2:18][CH3:19])[CH2:15][CH2:16]1.[CH3:20][N:21]=[C:22]=[O:23].[CH:24]([Cl:25])([Cl:26])[Cl:27]>>[CH2:1]([c:2]1[cH:3][cH:4][cH:5][cH:6][cH:7]1)[O:8][C:9](=[O:10])[N:11]1[CH2:12][CH2:13][CH:14]([N:17]([CH2:18][CH3:19])[C:22]([NH:21][CH3:20])=[O:23])[CH2:15][CH2:16]1. Starting materials: CSC=1N=CC2=C(N1)CCNC2 (2-(methylsulfanyl)-5,6,7,8-tetrahydropyrido[4,3-d]-pyrimidine), BrC=1C=C(C(=O)NC2=CC=C(C=C2)C(C)C)C=CN1 (2-bromo-N-(4-isopropyl-phenyl)-isonicotinamide). The product is C(C)(C)C1=CC=C(C=C1)NC(C1=CC(=NC=C1)N1CC2=C(N=C(N=C2)SC)CC1)=O (N-(4-Isopropyl-phenyl)-2-(2-methylsulfanyl-7,8-dihydro-5H-pyrido[4,3-d]pyrimidin-6-yl)-isonicotinamide). Reaction SMILES: [CH3:1][S:2][C:3]1[N:4]=[CH:5][C:6]2[CH2:12][NH:11][CH2:10][CH2:9][C:7]=2[N:8]=1.Br[C:14]1[CH:15]=[C:16]([CH:29]=[CH:30][N:31]=1)[C:17]([NH:19][C:20]1[CH:25]=[CH:24][C:23]([CH:26]([CH3:28])[CH3:27])=[CH:22][CH:21]=1)=[O:18]>>[CH:26]([C:23]1[CH:22]=[CH:21][C:20]([NH:19][C:17](=[O:18])[C:16]2[CH:15]=[CH:14][N:31]=[C:30]([N:11]3[CH2:10][CH2:9][C:7]4[N:8]=[C:3]([S:2][CH3:1])[N:4]=[CH:5][C:6]=4[CH2:12]3)[CH:29]=2)=[CH:25][CH:24]=1)([CH3:28])[CH3:27]. Reported procedure: In a manner similar to that described for Example 138, 2-(methylsulfanyl)-5,6,7,8-tetrahydropyrido[4,3-d]-pyrimidine and 2-bromo-N-(4-isopropyl-phenyl)-isonicotinamide were converted to the title compound. The reactants are C(OC(C)(C)C)(OC1=CC(=NN1C1=NC=CC=C1)C=1C=C(C=CC1)C1=CC(=CC=C1)N(C)C)=O (tert-butyl 3-(3′-(dimethylamino)biphenyl-3-yl)-1-(pyridin-2-yl)-1H-pyrazol-5-yl carbonate), C(OC1=CC(=NN1C1=NC=CC=C1)C1=CC=C(C=C1)C1=CC=CC=C1)(OC(C)(C)C)=O (3-(biphenyl-4-yl)-1-(pyridin-2-yl)-1H-pyrazol-5-yl tert-butyl carbonate). The product is CN(C=1C=C(C=CC1)C1=CC(=CC=C1)C1=NN(C(=C1)O)C1=NC=CC=C1)C (3-(3′-(dimethylamino)biphenyl-3-yl)-1-(pyridin-2-yl)-1H-pyrazol-5-ol). Isolated yield 99.0%. RXN SMILES: C(=O)([O:7][C:8]1[N:12]([C:13]2[CH:18]=[CH:17][CH:16]=[CH:15][N:14]=2)[N:11]=[C:10]([C:19]2[CH:20]=[C:21]([C:25]3[CH:30]=[CH:29][CH:28]=[C:27]([N:31]([CH3:33])[CH3:32])[CH:26]=3)[CH:22]=[CH:23][CH:24]=2)[CH:9]=1)OC(C)(C)C.C(=O)(OC(C)(C)C)OC1N(C2C=CC=CN=2)N=C(C2C=CC(C3C=CC=CC=3)=CC=2)C=1>>[CH3:32][N:31]([CH3:33])[C:27]1[CH:26]=[C:25]([C:21]2[CH:22]=[CH:23][CH:24]=[C:19]([C:10]3[CH:9]=[C:8]([OH:7])[N:12]([C:13]4[CH:18]=[CH:17][CH:16]=[CH:15][N:14]=4)[N:11]=3)[CH:20]=2)[CH:30]=[CH:29][CH:28]=1. Reported procedure: The title compound was prepared in the same manner as in Example D-1, except that an equimolar amount of Compound 42 of Example C-16 was used in place of Compound 27 of Example C-1. The reactants are O=C(NC(CO)CCN1CCC2(CC2)C(O)C1)OCc1ccccc1, CO, [Pd]. Product: NC(CO)CCN1CCC2(CC2)C(O)C1. As a reaction SMILES: [CH2:1]([O:2][C:3](=[O:4])[NH:10][CH:11]([CH2:12][CH2:13][N:14]1[CH2:15][CH:16]([OH:22])[C:17]2([CH2:18][CH2:19]2)[CH2:20][CH2:21]1)[CH2:23][OH:24])[c:5]1[cH:6][cH:7][cH:8][cH:9][cH:25]1.[CH3:26][OH:27].[Pd:28]>>[NH2:10][CH:11]([CH2:12][CH2:13][N:14]1[CH2:15][CH:16]([OH:22])[C:17]2([CH2:18][CH2:19]2)[CH2:20][CH2:21]1)[CH2:23][OH:24].